Dataset: the Open Reaction Database (ORD), a public repository of structured organic reaction records. Task: describe an organic reaction: reactants, conditions, products, and yield Reactants: CC(C)(C)OC(=O)N1CCC(NS(=O)(=O)c2ccccc2[N+](=O)[O-])CC1, O=C([O-])[O-], [Cs+], [Cs+], CI, CN(C)C=O. Product: CN(C1CCN(C(=O)OC(C)(C)C)CC1)S(=O)(=O)c1ccccc1[N+](=O)[O-]. RXN SMILES: [C:1]([CH3:2])([CH3:3])([CH3:4])[O:5][C:6](=[O:7])[N:8]1[CH2:9][CH2:10][CH:11]([NH:14][S:15](=[O:16])(=[O:17])[c:18]2[c:19]([N+:24](=[O:25])[O-:26])[cH:20][cH:21][cH:22][cH:23]2)[CH2:12][CH2:13]1.[C:27](=[O:28])([O-:29])[O-:30].[Cs+:31].[Cs+:32].[I:33][CH3:34].[O:35]=[CH:36][N:37]([CH3:38])[CH3:39]>>[C:1]([CH3:2])([CH3:3])([CH3:4])[O:5][C:6](=[O:7])[N:8]1[CH2:9][CH2:10][CH:11]([N:14]([S:15](=[O:16])(=[O:17])[c:18]2[c:19]([N+:24](=[O:25])[O-:26])[cH:20][cH:21][cH:22][cH:23]2)[CH3:27])[CH2:12][CH2:13]1. The reactants are C([O-])(O)=O.[Na+] (sodium bicarbonate), C1(=CC=CC=C1)C=1OC2=C(N1)C=C(C=C2)N (2-phenylbenzo[d]oxazol-5-amine), O1CCN(CC1)CCC(=O)OC (methyl 3-morpholinopropanoate), solution, C[Al](C)C (trimethylaluminum). Run in C1(=CC=CC=C1)C (toluene), C1(=CC=CC=C1)C (toluene). Run at temperature 160 celsius. Yields the product O1CCN(CC1)CCC(=O)NC=1C=CC2=C(N=C(O2)C2=CC=CC=C2)C1 (3-Morpholino-N-(2-phenylbenzo[d]oxazol-5-yl)propanamide). As a reaction SMILES: [C:1]1([C:7]2[O:8][C:9]3[CH:15]=[CH:14][C:13]([NH2:16])=[CH:12][C:10]=3[N:11]=2)[CH:6]=[CH:5][CH:4]=[CH:3][CH:2]=1.[O:17]1[CH2:22][CH2:21][N:20]([CH2:23][CH2:24][C:25](OC)=[O:26])[CH2:19][CH2:18]1.C[Al](C)C.C(=O)(O)[O-].[Na+]>C1(C)C=CC=CC=1>[O:17]1[CH2:22][CH2:21][N:20]([CH2:23][CH2:24][C:25]([NH:16][C:13]2[CH:14]=[CH:15][C:9]3[O:8][C:7]([C:1]4[CH:2]=[CH:3][CH:4]=[CH:5][CH:6]=4)=[N:11][C:10]=3[CH:12]=2)=[O:26])[CH2:19][CH2:18]1 |f:3.4|. Reported procedure: To 2-phenylbenzo[d]oxazol-5-amine (75 mg, 0.36 mmol) and methyl 3-morpholinopropanoate (63 μL, 0.39 mmol) in toluene (2.5 mL) was added a 2M solution of trimethylaluminum in toluene (0.22 mL, 0.43 mmol). The resulting solution was heated twice for 5 min at 160° C. in the microwave. After cooling, sodium bicarbonate solution was added and the aqueous layer was extracted with ethyl acetate. The organic layer was then washed with brine and the combined organic layers were dried over anhydrous MgSO4...